From a dataset of the Open Reaction Database (ORD), a public repository of structured organic reaction records. describe an organic reaction: reactants, conditions, products, and yield Starting materials: CC1=CC=C(C=2C(C3=CC=4CC5=C(C=CC(=C5C(C4C=C3CC12)=O)C)C)=O)C (7,14-dihydro-1,4,8,11-tetramethylpentacene-5,12-dione). Run in COCCOCCOC (2-methoxyethyl ether). Reaction conditions: temperature 60 celsius, time 8 hour. Product: CC1=CC=C(C2=CC3=CC4=CC5=C(C=CC(=C5C=C4C=C3C=C12)C)C)C (1,4,8,11-tetramethylpentacene). As a reaction SMILES: [CH3:1][C:2]1[C:23]2[CH2:22][C:21]3[C:8](=[CH:9][C:10]4[CH2:11][C:12]5[C:17]([C:18](=O)[C:19]=4[CH:20]=3)=[C:16]([CH3:25])[CH:15]=[CH:14][C:13]=5[CH3:26])[C:7](=O)[C:6]=2[C:5]([CH3:28])=[CH:4][CH:3]=1>COCCOCCOC>[CH3:28][C:5]1[C:6]2[C:23](=[CH:22][C:21]3[C:8]([CH:7]=2)=[CH:9][C:10]2[C:19](=[CH:18][C:17]4[C:12]([CH:11]=2)=[C:13]([CH3:26])[CH:14]=[CH:15][C:16]=4[CH3:25])[CH:20]=3)[C:2]([CH3:1])=[CH:3][CH:4]=1. Procedure details: A mixture of 1.0 grams of 7,14-dihydro-1,4,8,11-tetramethylpentacene-5,12-dione and 10 mL of 2-methoxyethyl ether was stirred and flushed with nitrogen for 15 minutes. To this was added 0.875 grams of sodium borohydride and stirring was continued at room temperature overnight. To the mixture was added 20 mL of 2-methoxyethyl ether and 0.75 grams of sodium borohydride and heating was continued overnight at 60° C. To the mixture was added 6.3 mL of methanol and 0.75 grams of sodium borohydride and... The reactants are COC(=O)c1ccc2c(c1)Sc1cccc(-c3cc(=O)cc(N4CCOCC4)o3)c1S2, CO, [Na+], [OH-]. Yields the product [Na+], O=C([O-])c1ccc2c(c1)Sc1cccc(-c3cc(=O)cc(N4CCOCC4)o3)c1S2. As a reaction SMILES: [CH3:1][O:2][C:3](=[O:4])[c:5]1[cH:6][c:7]2[c:16]([cH:17][cH:18]1)[S:15][c:14]1[c:9]([cH:10][cH:11][cH:12][c:13]1-[c:19]1[o:20][c:21]([N:26]3[CH2:27][CH2:28][O:29][CH2:30][CH2:31]3)[cH:22][c:23](=[O:25])[cH:24]1)[S:8]2.[CH3:34][OH:35].[Na+:33].[OH-:32]>>[Na+:33].[O:2]=[C:3]([O-:4])[c:5]1[cH:6][c:7]2[c:16]([cH:17][cH:18]1)[S:15][c:14]1[c:9]([cH:10][cH:11][cH:12][c:13]1-[c:19]1[o:20][c:21]([N:26]3[CH2:27][CH2:28][O:29][CH2:30][CH2:31]3)[cH:22][c:23](=[O:25])[cH:24]1)[S:8]2. The reactants are CN1CCOCC1, CCN=C=NCCCN(C)C, Cc1nc(-c2cccc(OC(C(=O)O)c3ccccc3)c2)no1, Cl, Nc1ccc(N2CCCCC2=O)cc1, [Na+], [Na+], O=C([O-])[O-], CN(C)C=O, O, Oc1cccc2[nH]nnc12. Yields the product Cc1nc(-c2cccc(OC(C(=O)Nc3ccc(N4CCCCC4=O)cc3)c3ccccc3)c2)no1. RXN SMILES: [CH3:1][N:2]1[CH2:3][CH2:4][O:5][CH2:6][CH2:7]1.[CH3:46][N:47]([CH3:48])[CH2:49][CH2:50][CH2:51][N:52]=[C:53]=[N:54][CH2:55][CH3:56].[CH3:8][c:9]1[n:10][c:11](-[c:14]2[cH:15][c:16]([O:17][CH:18]([C:19](=[O:20])[OH:21])[c:22]3[cH:23][cH:24][cH:25][cH:26][cH:27]3)[cH:28][cH:29][cH:30]2)[n:12][o:13]1.[ClH:45].[NH2:31][c:32]1[cH:33][cH:34][c:35]([N:38]2[C:39](=[O:44])[CH2:40][CH2:41][CH2:42][CH2:43]2)[cH:36][cH:37]1.[Na+:68].[Na+:69].[O-:70][C:71](=[O:72])[O-:73].[O:74]=[CH:75][N:76]([CH3:77])[CH3:78].[OH2:57].[OH:58][c:59]1[c:60]2[n:61][n:62][nH:63][c:64]2[cH:65][cH:66][cH:67]1>>[CH3:8][c:9]1[n:10][c:11](-[c:14]2[cH:15][c:16]([O:17][CH:18]([C:19](=[O:21])[NH:31][c:32]3[cH:33][cH:34][c:35]([N:38]4[C:39](=[O:44])[CH2:40][CH2:41][CH2:42][CH2:43]4)[cH:36][cH:37]3)[c:22]3[cH:23][cH:24][cH:25][cH:26][cH:27]3)[cH:28][cH:29][cH:30]2)[n:12][o:13]1. Starting materials: CCOC(=O)CCc1noc(C(CCCC2CCCCC2)CC(=O)NO)n1, [Li+], C1COCCO1, [OH-], O, O. Yields the product O=C(O)CCc1noc(C(CCCC2CCCCC2)CC(=O)NO)n1. As a reaction SMILES: [CH:1]1([CH2:7][CH2:8][CH2:9][CH:10]([CH2:11][C:12](=[O:13])[NH:14][OH:15])[c:16]2[n:17][c:18]([CH2:21][CH2:22][C:23](=[O:24])[O:25][CH2:26][CH3:27])[n:19][o:20]2)[CH2:2][CH2:3][CH2:4][CH2:5][CH2:6]1.[Li+:30].[O:31]1[CH2:32][CH2:33][O:34][CH2:35][CH2:36]1.[OH-:29].[OH2:28].[OH2:37]>>[CH:1]1([CH2:7][CH2:8][CH2:9][CH:10]([CH2:11][C:12](=[O:13])[NH:14][OH:15])[c:16]2[n:17][c:18]([CH2:21][CH2:22][C:23](=[O:24])[OH:25])[n:19][o:20]2)[CH2:2][CH2:3][CH2:4][CH2:5][CH2:6]1. The reactants are ClC1=C(C=C(C=C1)CC(C)=O)S(=O)(=O)NCCO (2-Chloro-N-(2-hydroxy-ethyl)-5-(2-oxo-propyl)-benzenesulfonamide). The reagents and catalysts are [Pd] (Palladium on carbon). The solvent is CO (methanol). The product is OCCNS(=O)(=O)C1=CC(=CC=C1)CC(C)=O (N-(2-Hydroxy-ethyl)-3-(2-oxo-propyl)-benzenesulfonamide). Reaction SMILES: Cl[C:2]1[CH:7]=[CH:6][C:5]([CH2:8][C:9](=[O:11])[CH3:10])=[CH:4][C:3]=1[S:12]([NH:15][CH2:16][CH2:17][OH:18])(=[O:14])=[O:13]>CO.[Pd]>[OH:18][CH2:17][CH2:16][NH:15][S:12]([C:3]1[CH:2]=[CH:7][CH:6]=[C:5]([CH2:8][C:9](=[O:11])[CH3:10])[CH:4]=1)(=[O:14])=[O:13]. Reported procedure: 2-Chloro-N-(2-hydroxy-ethyl)-5-(2-oxo-propyl)-benzenesulfonamide (43b) (1.22 g, 4.18 mmol) in methanol (150 ml) is stirred under an atmosphere of hydrogen in the presence of 10% Palladium on carbon (1 g) for 5 hours at room temperature. Filtration through celite and removal of the solvent affords the titled compound which is purified by chromatography on silica eluting with ethyl acetate-hexane (2:1). Reactants: OC1=C(C=CC(=C1)O)C(C)=O (2',4'-dihydroxyacetophenone), C(C)(C)N(C(C)C)CC (N,N-diisopropylethylamine), COCCl (chloromethyl methyl ether). The solvent is CN(C=O)C (dimethylformamide). Conditions: time 20 minute. The product is OC1=C(C=CC(=C1)OCOC)C(C)=O (2'-hydroxy-4'-methoxymethoxyacetophenone). Yield: 87.8%. As a reaction SMILES: [OH:1][C:2]1[CH:7]=[C:6]([OH:8])[CH:5]=[CH:4][C:3]=1[C:9](=[O:11])[CH3:10].C(N(CC)C(C)C)(C)C.[CH3:21][O:22][CH2:23]Cl>CN(C)C=O>[OH:1][C:2]1[CH:7]=[C:6]([O:8][CH2:21][O:22][CH3:23])[CH:5]=[CH:4][C:3]=1[C:9](=[O:11])[CH3:10]. Reported procedure: In 60 ml of dimethylformamide were dissolved 5.0 g of 2',4'-dihydroxyacetophenone and 6.37 g of N,N-diisopropylethylamine, and 2.72 ml of chloromethyl methyl ether was gradually added to the solution under ice cooling. The mixture was stirred under ice cooling for 20 minutes and a reaction was carried out at room temperature for 1.5 hours. After the reaction, the reaction mixture was extracted with 300 ml of diethyl ether, and the diethyl ether layer was washed with water (100 ml×2 times), shake... Reactants: C(#N)C=1C=CC2=C(C=3SC(=CC3CCO2)C(=O)O)C1 (9-cyano-4,5-dihydro-6-oxa-1-thia-benzo[e]azulene-2-carboxylic acid), C(C(=O)Cl)(=O)Cl (oxalyl chloride), ClC1=C(NC)C=CC(=C1)Cl (2,4-dichloro-N-methylaniline), C([O-])([O-])=O.[K+].[K+] (potassium carbonate). Reagents/catalysts: CN(C)C=O (DMF). The solvent is ClCCl (dichloromethane), C(C)#N (acetonitrile). Conditions: time 30 minute. Yields the product C(#N)C1=CC2=C(OCCC3=C2SC(=C3)C(=O)N(C)C3=C(C=C(C=C3)Cl)Cl)C=C1 (9-cyano-N-(2,4-dichlorophenyl)-N-methyl-4,5-dihydrobenzo[b]thieno[2,3-d]oxepine-2-carboxamide). As a reaction SMILES: [C:1]([C:3]1[CH:4]=[CH:5][C:6]2[O:15][CH2:14][CH2:13][C:12]3[CH:11]=[C:10]([C:16]([OH:18])=O)[S:9][C:8]=3[C:7]=2[CH:19]=1)#[N:2].C(Cl)(=O)C(Cl)=O.[Cl:26][C:27]1[CH:34]=[C:33]([Cl:35])[CH:32]=[CH:31][C:28]=1[NH:29][CH3:30].C(=O)([O-])[O-].[K+].[K+]>ClCCl.CN(C=O)C.C(#N)C>[C:1]([C:3]1[CH:4]=[CH:5][C:6]2[O:15][CH2:14][CH2:13][C:12]3[CH:11]=[C:10]([C:16]([N:29]([C:28]4[CH:31]=[CH:32][C:33]([Cl:35])=[CH:34][C:27]=4[Cl:26])[CH3:30])=[O:18])[S:9][C:8]=3[C:7]=2[CH:19]=1)#[N:2] |f:3.4.5|. Procedure details: To a solution of 9-cyano-4,5-dihydro-6-oxa-1-thia-benzo[e]azulene-2-carboxylic acid (300 mg) in dichloromethane (10 mL) was added DMF (1 drop) and oxalyl chloride (0.165 mL) and the reaction stirred at room temperature for 30 min. The solvent was then reduced in vacuo and the residue redissolved in acetonitrile (10 mL). To this solution was added 2,4-dichloro-N-methylaniline (0.16 mL) and potassium carbonate (308 mg) and the reaction stirred at room temperature for 16 h. The mixture was partitio...